This data is from the Open Reaction Database (ORD), a public repository of structured organic reaction records. The task is: describe an organic reaction: reactants, conditions, products, and yield The reactants are BrBr (bromine), COC=1C=C2SC3=CC(C(=CC3=NC2=CC1)N1CCN(CC1)C)=O (7-methoxy-2-(4-methylpiperazin-1-yl)-3H-phenothiazin-3-one), CCCCCC (Hexane). The solvent is C(C)(=O)O (acetic acid), C(C)(=O)O (acetic acid). Conditions: time 5 minute. Yields the product BrC=1C(C(=CC2=NC3=CC=C(C=C3SC12)OC)N1CCN(CC1)C)=O (4-Bromo-7-methoxy-2-(4-methylpiperazin-1-yl)-3H-phenothiazin-3-one). Reaction SMILES: [CH3:1][O:2][C:3]1[CH:4]=[C:5]2[C:14](=[CH:15][CH:16]=1)[N:13]=[C:12]1[C:7](=[CH:8][C:9](=[O:24])[C:10]([N:17]3[CH2:22][CH2:21][N:20]([CH3:23])[CH2:19][CH2:18]3)=[CH:11]1)[S:6]2.[Br:25]Br.CCCCCC>C(O)(=O)C>[Br:25][C:8]1[C:9](=[O:24])[C:10]([N:17]2[CH2:18][CH2:19][N:20]([CH3:23])[CH2:21][CH2:22]2)=[CH:11][C:12]2[C:7]=1[S:6][C:5]1[C:14](=[CH:15][CH:16]=[C:3]([O:2][CH3:1])[CH:4]=1)[N:13]=2. Procedure: To a suspension of 7-methoxy-2-(4-methylpiperazin-1-yl)-3H-phenothiazin-3-one (500 mg) in acetic acid (10 ml) was added a solution of bromine in acetic acid (0.5M) (6 ml) and stirred for 5 minutes. Hexane (100 ml) was added and the resulting precipitate was filtered. The solid was suspended in a mixture of aqueous K2CO3 (50 ml), EtOAc (100 ml) and methanol (20 ml) and stirred for 15 minutes. After filtration and decantation, the organic layer was washed with brine, dried and evaporated to drynes... Starting materials: C1(=CC=CC=C1)S(=O)(=O)N1C=C(C=2C1=NC=CC2)CC=2C=CC(=NC2)NCC=2C=NC=CC2Cl ([5-(1-benzenesulfonyl-1H-pyrrolo[2,3-b]pyridin-3-ylmethyl)-pyridin-2-yl]-(4-chloro-pyridin-3-ylmethyl)-amine), [F-].C(CCC)[N+](CCCC)(CCCC)CCCC (tetrabutylammonium fluoride), trihydrate. The solvent is O1CCCC1 (tetrahydrofuran). Run at time 8 hour. Yields the product ClC=1C=NC=CC1CNC1=NC=C(C=C1)CC1=CNC2=NC=CC=C21 ((3-chloro-pyridin-4-ylmethyl)-[5-(1H-pyrrolo[2,3-b]pyridin-3-ylmethyl)-pyridin-2-yl]-amine). As a reaction SMILES: C1(S([N:10]2[C:14]3=[N:15][CH:16]=[CH:17][CH:18]=[C:13]3[C:12]([CH2:19][C:20]3[CH:21]=[CH:22][C:23]([NH:26][CH2:27][C:28]4[CH:29]=NC=[CH:32][C:33]=4[Cl:34])=[N:24][CH:25]=3)=[CH:11]2)(=O)=O)C=CC=CC=1.[F-].[CH2:36]([N+:40](CCCC)(CCCC)CCCC)CCC>O1CCCC1>[Cl:34][C:33]1[CH:32]=[N:40][CH:36]=[CH:29][C:28]=1[CH2:27][NH:26][C:23]1[CH:22]=[CH:21][C:20]([CH2:19][C:12]2[C:13]3[C:14](=[N:15][CH:16]=[CH:17][CH:18]=3)[NH:10][CH:11]=2)=[CH:25][N:24]=1 |f:1.2|. Procedure details: To [5-(1-benzenesulfonyl-1H-pyrrolo[2,3-b]pyridin-3-ylmethyl)-pyridin-2-yl]-(4-chloro-pyridin-3-ylmethyl)-amine (602, 0.08 g, 0.16 mmol) in tetrahydrofuran (10.0 mL) was added tetrabutylammonium fluoride, trihydrate (0.240 g, 0.76 mmol). The reaction was stirred at room temperature overnight. The reaction was concentrated and purified by silica gel column chromatography eluting with 20% to 100% ethyl acetate in hexane to give a yellow solid (P-0183, 4.0 mg, 7%). MS (ESI) [M+H+]+=350.2. Reactants: c1ccc2c(c1)CCN2, CO, Cc1ccccc1, N#CC(Cl)(Cl)Cl. Product: N#Cc1cccc2c1NCC2. RXN SMILES: [CH2:1]1[CH2:2][c:3]2[cH:4][cH:5][cH:6][cH:7][c:8]2[NH:9]1.[CH3:16][OH:17].[CH3:18][c:19]1[cH:20][cH:21][cH:22][cH:23][cH:24]1.[Cl:10][C:11]([C:12]#[N:13])([Cl:14])[Cl:15]>>[CH2:1]1[CH2:2][c:3]2[cH:4][cH:5][cH:6][c:7]([C:12]#[N:13])[c:8]2[NH:9]1. Reactants: C(C)OC(=O)N1CC(C(CC1)=O)C1=CC=CC=C1 (1-ethoxycarbonyl-3-phenyl-4-piperidone), Cl (hydrochloric acid), [BH4-].[Na+] (sodium borohydride), [Cl-].[Na+] (sodium chloride). Run in C(C)O (ethanol), C(C)O (ethanol). Yields the product C(C)OC(=O)N1C[C@H]([C@H](CC1)O)C1=CC=CC=C1 (Cis-1-ethoxycarbonyl-3-phenyl-4-piperidinol). RXN SMILES: [BH4-].[Na+].[CH2:3]([O:5][C:6]([N:8]1[CH2:13][CH2:12][C:11](=[O:14])[CH:10]([C:15]2[CH:20]=[CH:19][CH:18]=[CH:17][CH:16]=2)[CH2:9]1)=[O:7])[CH3:4].[Cl-].[Na+].Cl>C(O)C>[CH2:3]([O:5][C:6]([N:8]1[CH2:13][CH2:12][C@H:11]([OH:14])[C@H:10]([C:15]2[CH:16]=[CH:17][CH:18]=[CH:19][CH:20]=2)[CH2:9]1)=[O:7])[CH3:4] |f:0.1,3.4|. Procedure: To a solution of 7.34 g of sodium borohydride in 315 ml of denatured ethanol is added, dropwise with stirring under nitrogen over a 30-minute period, a solution of 48.0 g of 1-ethoxycarbonyl-3-phenyl-4-piperidone in 485 ml of denatured ethanol, keeping the temperature below 10° C. during the addition. After stirring overnight at room temperature, 1200 ml of saturated sodium chloride is added. After stirring for one hour 500 ml of 2 N hydrochloric acid is cautiously added. The mixture is extracte... Reactants: CCOC(=O)CC#N, CC12CCC3(O)C(CC=C4CC5(CCC43C)OCCO5)C1CCC2=O, CCO, [F-], [K+]. Product: CCOC(=O)C(C#N)=C1CCC2C3CC=C4CC5(CCC4(C)C3(O)CCC12C)OCCO5. RXN SMILES: [C:26](#[N:27])[CH2:28][C:29](=[O:30])[O:31][CH2:32][CH3:33].[CH2:1]1[O:2][C:3]2([CH2:4][C:5]3=[CH:6][CH2:7][CH:8]4[CH:9]5[CH2:10][CH2:11][C:12](=[O:23])[C:13]5([CH3:14])[CH2:15][CH2:16][C:17]4([OH:22])[C:18]3([CH3:21])[CH2:19][CH2:20]2)[O:24][CH2:25]1.[CH3:36][CH2:37][OH:38].[F-:34].[K+:35]>>[CH2:1]1[O:2][C:3]2([CH2:4][C:5]3=[CH:6][CH2:7][CH:8]4[CH:9]5[CH2:10][CH2:11][C:12](=[C:28]([C:26]#[N:27])[C:29](=[O:30])[O:31][CH2:32][CH3:33])[C:13]5([CH3:14])[CH2:15][CH2:16][C:17]4([OH:22])[C:18]3([CH3:21])[CH2:19][CH2:20]2)[O:24][CH2:25]1. Reactants: C(#N)C(C(=O)O)C1=CC=CC=C1 (α-cyano-phenylacetic acid), C1(CCCCC1)N=C=NC1CCCCC1 (dicyclohexylcarbodiimide), ClC1=C(C(=C(C(=C1O)Cl)Cl)Cl)Cl (pentachlorophenol). Solvent: ClCCl (dichloromethane), ClCCl (dichloromethane). Reaction conditions: temperature 0 celsius, time 4 hour. The product is ClC1=C(C(=C(C(=C1OC(C(C#N)C1=CC=CC=C1)=O)Cl)Cl)Cl)Cl (α-Cyano-phenylacetic acid-pentachlorophenyl ester). As a reaction SMILES: [C:1]([CH:3]([C:7]1[CH:12]=[CH:11][CH:10]=[CH:9][CH:8]=1)[C:4]([OH:6])=[O:5])#[N:2].C1(N=C=NC2CCCCC2)CCCCC1.[Cl:28][C:29]1[C:34](O)=[C:33]([Cl:36])[C:32]([Cl:37])=[C:31]([Cl:38])[C:30]=1[Cl:39]>ClCCl>[Cl:28][C:29]1[C:34]([O:5][C:4](=[O:6])[CH:3]([C:7]2[CH:12]=[CH:11][CH:10]=[CH:9][CH:8]=2)[C:1]#[N:2])=[C:33]([Cl:36])[C:32]([Cl:37])=[C:31]([Cl:38])[C:30]=1[Cl:39]. Reported procedure: 8 g. (0.05 moles) of α-cyano-phenylacetic acid are dissolved in 80 ml. of dichloromethane. 10.3 g. (0.05 moles) of dicyclohexylcarbodiimide and 13 g. (0.05 moles) of pentachlorophenol are added dropwise dissolved in 50 ml. of dichloromethane. The mixture is stirred for 4 hours, cooled to 0° C. and the precipitated dicyclohexylurea is filtered. The filtered substance is washed twice on the filter with 15 ml. of dichloromethane. The combined organic layers are distilled off and the precipitated es... Starting materials: N (ammonia), [H][H] (hydrogen), [K+].[Br-] (KBr), C(#N)C1=CC=C(C=C1)CC(=O)N (4-cyanophenylacetamide), [H][H] (hydrogen), Amide-C. Reagents/catalysts: [Ni] (Raney nickel). Run in CO (methanol). The product is NC(=O)CC1=CC=C(C=C1)CN (4-(Aminocarbonylmethyl)benzenemethanamine). As a reaction SMILES: [C:1]([C:3]1[CH:8]=[CH:7][C:6]([CH2:9][C:10]([NH2:12])=[O:11])=[CH:5][CH:4]=1)#[N:2].N.[H][H].[K+].[Br-]>CO.[Ni]>[NH2:12][C:10]([CH2:9][C:6]1[CH:7]=[CH:8][C:3]([CH2:1][NH2:2])=[CH:4][CH:5]=1)=[O:11] |f:3.4|. Procedure details: 0.65 g (4.057 mMol) of 4-cyanophenylacetamide were dissolved in 50 ml of methanol which was saturated with ammonia at+10° C. After the addition of 0.3 g of Raney nickel the mixture was hydrogenated in an autoclave at 40° C. under 5 bar of hydrogen pressure. After the uptake of hydrogen had ended the catalyst was filtered off and excess ammonia was distilled off with the solvent. The residue was acidified with 20 percent hydrochloric acid against Congo red and the non-basic impurities were remove...